From a dataset of the Open Reaction Database (ORD), a public repository of structured organic reaction records. describe an organic reaction: reactants, conditions, products, and yield Starting materials: O[Li].O (LiOH.H2O), C(C)(C)(C)OC(CCCCC=1N(C(C2=CC=C(C=C2C1)C(=O)OC)=O)C1=CC=C(C=C1)F)=O (methyl 3-(5-(tert-butoxy)-5-oxopentyl)-2-(4-fluorophenyl)-1-oxo-1,2-dihydroisoquinoline-6-carboxylate). Solvent: CO (MeOH), O1CCCC1 (tetrahydrofuran), O (water), C(C)OCC (diethyl ether), O (water). Conditions: time 3 hour. Product: C(C)(C)(C)OC(CCCCC=1N(C(C2=CC=C(C=C2C1)C(=O)O)=O)C1=CC=C(C=C1)F)=O (3-(5-(tert-butoxy)-5-oxopentyl)-2-(4-fluorophenyl)-1-oxo-1,2-dihydroisoquinoline-6-carboxylic acid). The yield is 96.0%. RXN SMILES: O[Li].O.[C:4]([O:8][C:9](=[O:36])[CH2:10][CH2:11][CH2:12][CH2:13][C:14]1[N:15]([C:29]2[CH:34]=[CH:33][C:32]([F:35])=[CH:31][CH:30]=2)[C:16](=[O:28])[C:17]2[C:22]([CH:23]=1)=[CH:21][C:20]([C:24]([O:26]C)=[O:25])=[CH:19][CH:18]=2)([CH3:7])([CH3:6])[CH3:5]>CO.O1CCCC1.O.C(OCC)C>[C:4]([O:8][C:9](=[O:36])[CH2:10][CH2:11][CH2:12][CH2:13][C:14]1[N:15]([C:29]2[CH:34]=[CH:33][C:32]([F:35])=[CH:31][CH:30]=2)[C:16](=[O:28])[C:17]2[C:22]([CH:23]=1)=[CH:21][C:20]([C:24]([OH:26])=[O:25])=[CH:19][CH:18]=2)([CH3:7])([CH3:5])[CH3:6] |f:0.1|. Reported procedure: LiOH.H2O (0.229 g, 5.47 mmol) was added to a stirred, room temperature mixture of methyl 3-(5-(tert-butoxy)-5-oxopentyl)-2-(4-fluorophenyl)-1-oxo-1,2-dihydroisoquinoline-6-carboxylate (1.24 g, 2.73 mmol) in MeOH (5 mL), tetrahydrofuran (5.00 mL) and water (5.00 mL) and the mixture was stirred at room temperature for 3 h. The reaction mixture was diluted with diethyl ether (10 mL), water (5 mL) was added, the aqueous layer was separated, acidified with hydrochloric acid (2 M) to pH 2-3, extracted... The reactants are FC(C(=O)O)(F)F.C(C)N(C)CC1=CC(=CS1)C=1C=C2C(=CNC2=C(C1)C(=O)N)C1CCN(CC1)S(=O)(=O)CC (5-(5-{[ethyl(methyl)amino]methyl}-3-thienyl)-3-[1-(ethylsulfonyl)-4-piperidinyl]-1H-indole-7-carboxamide trifluoroacetate), CNCC (N-methylethanamine). Product: FC(C(=O)O)(F)F.CN(CCCN(C)CC1=CC(=CS1)C=1C=C2C(=CNC2=C(C1)C(=O)N)C1CCN(CC1)S(=O)(=O)CC)C (5-(5-{[[3-(dimethylamino)propyl](methyl)amino]methyl}-3-thienyl)-3-[1-(ethylsulfonyl)-4-piperidinyl]-1H-indole-7-carboxamide trifluoroacetate). Isolated yield 31.8%. As a reaction SMILES: [F:1][C:2]([F:7])([F:6])[C:3]([OH:5])=[O:4].[CH2:8]([N:10]([CH2:12][C:13]1[S:17][CH:16]=[C:15]([C:18]2[CH:19]=[C:20]3[C:24](=[C:25]([C:27]([NH2:29])=[O:28])[CH:26]=2)[NH:23][CH:22]=[C:21]3[CH:30]2[CH2:35][CH2:34][N:33]([S:36]([CH2:39][CH3:40])(=[O:38])=[O:37])[CH2:32][CH2:31]2)[CH:14]=1)[CH3:11])[CH3:9].[CH3:41][NH:42][CH2:43]C>>[F:1][C:2]([F:7])([F:6])[C:3]([OH:5])=[O:4].[CH3:41][N:42]([CH3:43])[CH2:2][CH2:9][CH2:8][N:10]([CH2:12][C:13]1[S:17][CH:16]=[C:15]([C:18]2[CH:19]=[C:20]3[C:24](=[C:25]([C:27]([NH2:29])=[O:28])[CH:26]=2)[NH:23][CH:22]=[C:21]3[CH:30]2[CH2:35][CH2:34][N:33]([S:36]([CH2:39][CH3:40])(=[O:37])=[O:38])[CH2:32][CH2:31]2)[CH:14]=1)[CH3:11] |f:0.1,3.4|. Reported procedure: The title compound was prepared according to the general procedure of 5-(5-{[ethyl(methyl)amino]methyl}-3-thienyl)-3-[1-(ethylsulfonyl)-4-piperidinyl]-1H-indole-7-carboxamide trifluoroacetate, substituting [3-(dimethylamino)propyl]methylamine (116 mg, 1.0 mmol) for N-methylethanamine to afford 21.0 mg of the title compound (31.8%). Reactants: O=C(O)c1ccc(Br)c(OCC2CC2)n1, O=C([O-])[O-], Cc1ccccc1, [Cs+], [Cs+], OC1CNC1, O=C(C=Cc1ccccc1)C=Cc1ccccc1, O=C(C=Cc1ccccc1)C=Cc1ccccc1, O=C(C=Cc1ccccc1)C=Cc1ccccc1, [Pd], [Pd], c1ccc(P(c2ccccc2)c2ccc3ccccc3c2-c2c(P(c3ccccc3)c3ccccc3)ccc3ccccc23)cc1. Product: O=C(O)c1ccc(N2CC(O)C2)c(OCC2CC2)n1. Reaction SMILES: [Br:58][c:59]1[cH:60][cH:61][c:62]([C:70](=[O:71])[OH:72])[n:63][c:64]1[O:65][CH2:66][CH:67]1[CH2:68][CH2:69]1.[C:52](=[O:53])([O-:54])[O-:55].[CH3:73][c:74]1[cH:75][cH:76][cH:77][cH:78][cH:79]1.[Cs+:56].[Cs+:57].[NH:1]1[CH2:2][CH:3]([OH:5])[CH2:4]1.[O:100]=[C:101]([CH:102]=[CH:103][c:104]1[cH:105][cH:106][cH:107][cH:108][cH:109]1)[CH:110]=[CH:111][c:112]1[cH:113][cH:114][cH:115][cH:116][cH:117]1.[O:118]=[C:119]([CH:120]=[CH:121][c:122]1[cH:123][cH:124][cH:125][cH:126][cH:127]1)[CH:128]=[CH:129][c:130]1[cH:131][cH:132][cH:133][cH:134][cH:135]1.[O:82]=[C:83]([CH:84]=[CH:85][c:86]1[cH:87][cH:88][cH:89][cH:90][cH:91]1)[CH:92]=[CH:93][c:94]1[cH:95][cH:96][cH:97][cH:98][cH:99]1.[Pd:80].[Pd:81].[c:6]1([P:7]([c:8]2[cH:9][cH:10][cH:11][cH:12][cH:13]2)[c:14]2[cH:15][cH:16][c:17]3[c:18]([cH:19][cH:20][cH:21][cH:22]3)[c:23]2-[c:24]2[c:25]3[c:26]([cH:27][cH:28][cH:29][cH:30]3)[cH:31][cH:32][c:33]2[P:34]([c:35]2[cH:36][cH:37][cH:38][cH:39][cH:40]2)[c:41]2[cH:42][cH:43][cH:44][cH:45][cH:46]2)[cH:47][cH:48][cH:49][cH:50][cH:51]1>>[N:1]1([c:59]2[cH:60][cH:61][c:62]([C:70](=[O:71])[OH:72])[n:63][c:64]2[O:65][CH2:66][CH:67]2[CH2:68][CH2:69]2)[CH2:2][CH:3]([OH:5])[CH2:4]1. Reactants: Cl, Cl, CN1C(=O)CN=C(c2ccccc2F)c2cc(N)ccc21, [Na+], [Na+], O=C([O-])[O-]. Product: CN1C(=O)CN=C(c2ccccc2F)c2c1ccc(N)c2Cl. RXN SMILES: [Cl:22].[ClH:29].[NH2:1][c:2]1[cH:3][cH:4][c:5]2[c:6]([cH:21]1)[C:7]([c:14]1[c:15]([F:20])[cH:16][cH:17][cH:18][cH:19]1)=[N:8][CH2:9][C:10](=[O:13])[N:11]2[CH3:12].[Na+:23].[Na+:24].[O-:25][C:26](=[O:27])[O-:28]>>[NH2:1][c:2]1[cH:3][cH:4][c:5]2[c:6]([c:21]1[Cl:29])[C:7]([c:14]1[c:15]([F:20])[cH:16][cH:17][cH:18][cH:19]1)=[N:8][CH2:9][C:10](=[O:13])[N:11]2[CH3:12]. Starting materials: CC(C)N1CCN(C(=O)c2ccc3[nH]c(C(=O)N4CCN(C(=O)C5CC5)CC4)cc3c2)CC1, OB(O)c1ccnc(Cl)c1. Product: CC(C)N1CCN(C(=O)c2ccc3c(c2)cc(C(=O)N2CCN(C(=O)C4CC4)CC2)n3-c2ccnc(Cl)c2)CC1. Reaction SMILES: [CH:1]1([C:4](=[O:5])[N:6]2[CH2:7][CH2:8][N:9]([C:12](=[O:13])[c:14]3[nH:15][c:16]4[cH:17][cH:18][c:19]([C:23](=[O:24])[N:25]5[CH2:26][CH2:27][N:28]([CH:31]([CH3:32])[CH3:33])[CH2:29][CH2:30]5)[cH:20][c:21]4[cH:22]3)[CH2:10][CH2:11]2)[CH2:2][CH2:3]1.[Cl:34][c:35]1[n:36][cH:37][cH:38][c:39]([B:41]([OH:42])[OH:43])[cH:40]1>>[CH:1]1([C:4](=[O:5])[N:6]2[CH2:7][CH2:8][N:9]([C:12](=[O:13])[c:14]3[n:15](-[c:39]4[cH:38][cH:37][n:36][c:35]([Cl:34])[cH:40]4)[c:16]4[cH:17][cH:18][c:19]([C:23](=[O:24])[N:25]5[CH2:26][CH2:27][N:28]([CH:31]([CH3:32])[CH3:33])[CH2:29][CH2:30]5)[cH:20][c:21]4[cH:22]3)[CH2:10][CH2:11]2)[CH2:2][CH2:3]1. The reactants are BrC=1C2=CC=CC=C2C=C2C=CC=CC12 (9-bromoanthracene), C[Si](C)(C)C#C (trimethylsilyl acetylene). Reagents/catalysts: Cl[Pd]([P](C1=CC=CC=C1)(C2=CC=CC=C2)C3=CC=CC=C3)([P](C4=CC=CC=C4)(C5=CC=CC=C5)C6=CC=CC=C6)Cl (bis(triphenylphosphine)palladium(II) dichloride), [Cu](I)I (copper Iodide). The solvent is C(C)(C)NC(C)C (diisopropylamine). Conditions: temperature 80 celsius. Yields the product C[Si](C=1C2=CC=CC=C2C=C2C=CC=C(C12)C#C)(C)C (9-Trimethylsilyl Ethynyl Anthracene). Isolated yield 75.2%. RXN SMILES: Br[C:2]1[C:3]2[C:8]([CH:9]=[C:10]3[C:15]=1[CH:14]=[CH:13][CH:12]=[CH:11]3)=[CH:7][CH:6]=[CH:5][CH:4]=2.[CH3:16][Si:17]([C:20]#[CH:21])([CH3:19])[CH3:18]>C(NC(C)C)(C)C.Cl[Pd](Cl)([P](C1C=CC=CC=1)(C1C=CC=CC=1)C1C=CC=CC=1)[P](C1C=CC=CC=1)(C1C=CC=CC=1)C1C=CC=CC=1.[Cu](I)I>[CH3:16][Si:17]([CH3:19])([CH3:18])[C:20]1[C:4]2[C:3]([CH:2]=[C:15]3[C:21]=1[C:11]([C:10]#[CH:9])=[CH:12][CH:13]=[CH:14]3)=[CH:8][CH:7]=[CH:6][CH:5]=2 |^1:31,50|. Reported procedure: Under an argon atmosphere, 40 g (0.155 mol) of 9-bromoanthracene, 3.3 g (4.6 mmol) of bis(triphenylphosphine)palladium(II) dichloride and 0.87 g (3 mmol) of copper Iodide were dissolved in 500 ml of diisopropylamine in a 1 L 3-necked flask equipped with a stirrer, thermometer and reflux condenser. 23 g (0.233 mol) of trimethylsilyl acetylene was then slowly dropped into the resulting mixture at room temperature. The reaction mixture was slowly heated to 80° C. and refluxed for 12 hours. After th...